Dataset: the Open Reaction Database (ORD), a public repository of structured organic reaction records. Task: describe an organic reaction: reactants, conditions, products, and yield Starting materials: O (water), OC1=CC=C(C=O)C=C1 (4-Hydroxy benzaldehyde), ClC1=C(C#N)C=CC(=C1)F (2-chloro-4-fluorobenzonitrile), C(=O)([O-])[O-].[K+].[K+] (K2CO3). Solvent: CN(C)C=O (DMF). The product is ClC1=C(C#N)C=CC(=C1)OC1=CC=C(C=C1)C=O (2-Chloro-4-(4-formyl-phenoxy)-benzonitrile). Reaction SMILES: [OH:1][C:2]1[CH:9]=[CH:8][C:5]([CH:6]=[O:7])=[CH:4][CH:3]=1.[Cl:10][C:11]1[CH:18]=[C:17](F)[CH:16]=[CH:15][C:12]=1[C:13]#[N:14].C([O-])([O-])=O.[K+].[K+].O>CN(C=O)C>[Cl:10][C:11]1[CH:18]=[C:17]([O:1][C:2]2[CH:9]=[CH:8][C:5]([CH:6]=[O:7])=[CH:4][CH:3]=2)[CH:16]=[CH:15][C:12]=1[C:13]#[N:14] |f:2.3.4|. Procedure details: 4-Hydroxy benzaldehyde (1 equiv), 2-chloro-4-fluorobenzonitrile (1 equiv) and K2CO3 (2.5 equiv) in anhydrous DMF (0.2 M) were heated at 110° C. under nitrogen during 1 hour (the reaction can be monitored by tlc). After cooling down to room temperature, the reaction mixture was poured into water and extracted with ethyl acetate (3×50 mL). The combined organic layer was dried over Na2SO4, filtered and concentrated under vacuum (toluene was added to aid DMF evaporation). The crude mixture was purif... Reactants: [Br-], [Br-], [Br-], O=C([O-])O, CCOCC, CC(=O)c1cccc(C(F)(F)F)c1F, [Na+], C[N+](C)(C)c1ccccc1, C[N+](C)(C)c1ccccc1, C[N+](C)(C)c1ccccc1. The product is O=C(CBr)c1cccc(C(F)(F)F)c1F. Reaction SMILES: [Br-:15].[Br-:16].[Br-:17].[C:53](=[O:54])([O-:55])[OH:56].[CH3:48][CH2:49][O:50][CH2:51][CH3:52].[F:1][c:2]1[c:3]([C:12]([CH3:13])=[O:14])[cH:4][cH:5][cH:6][c:7]1[C:8]([F:9])([F:10])[F:11].[Na+:57].[c:18]1([N+:19]([CH3:20])([CH3:21])[CH3:22])[cH:23][cH:24][cH:25][cH:26][cH:27]1.[c:28]1([N+:29]([CH3:30])([CH3:31])[CH3:32])[cH:33][cH:34][cH:35][cH:36][cH:37]1.[c:38]1([N+:39]([CH3:40])([CH3:41])[CH3:42])[cH:43][cH:44][cH:45][cH:46][cH:47]1>>[F:1][c:2]1[c:3]([C:12]([CH2:13][Br:15])=[O:14])[cH:4][cH:5][cH:6][c:7]1[C:8]([F:9])([F:10])[F:11]. Yields the product CCOP(=O)(C=CC1OC(n2cnc3c(=O)[nH]c(NC(=O)C(C)C)nc32)C2OC(C)(C)OC12)OCC. The reactants are CCOP(=O)(C=CC1OC(n2cnc3c(=O)[nH]c(NC(=O)C(C)C)nc32)C(OC)C1OC(=O)c1ccccc1)OCC, CC(C)C(=O)Nc1nc2c(ncn2C2OC(CO)C3OC(C)(C)OC32)c(=O)[nH]1. Reaction SMILES: [CH2:29]([CH3:30])[O:31][P:32](=[O:33])([O:34][CH2:35][CH3:36])[CH:37]=[CH:38][CH:39]1[CH:40]([O:41][C:42](=[O:43])[c:44]2[cH:45][cH:46][cH:47][cH:48][cH:49]2)[CH:50]([O:51][CH3:52])[CH:53]([n:54]2[cH:55][n:56][c:57]3[c:58](=[O:59])[nH:60][c:61]([NH:62][C:63](=[O:64])[CH:65]([CH3:66])[CH3:67])[n:68][c:69]23)[O:70]1.[OH:1][CH2:2][CH:3]1[O:4][CH:5]([n:13]2[c:14]3[n:15][c:16]([NH:23][C:24]([CH:25]([CH3:26])[CH3:27])=[O:28])[nH:17][c:18](=[O:22])[c:19]3[n:20][cH:21]2)[CH:6]2[CH:7]1[O:8][C:9]([CH3:11])([CH3:12])[O:10]2>>[CH:2]([CH:3]1[O:4][CH:5]([n:13]2[c:14]3[n:15][c:16]([NH:23][C:24]([CH:25]([CH3:26])[CH3:27])=[O:28])[nH:17][c:18](=[O:22])[c:19]3[n:20][cH:21]2)[CH:6]2[CH:7]1[O:8][C:9]([CH3:11])([CH3:12])[O:10]2)=[CH:37][P:32]([O:31][CH2:29][CH3:30])(=[O:33])[O:34][CH2:35][CH3:36].